Task: describe an organic reaction: reactants, conditions, products, and yield. Dataset: the Open Reaction Database (ORD), a public repository of structured organic reaction records The reactants are C1CCNCC1, CCO, O=C1Cc2ccccc2N1, O=Cc1cc2ccccc2[nH]1. Yields the product O=C1Nc2ccccc2C1=Cc1cc2ccccc2[nH]1. Reaction SMILES: [CH2:22]1[CH2:23][CH2:24][NH:25][CH2:26][CH2:27]1.[CH3:28][CH2:29][OH:30].[NH:1]1[C:2](=[O:10])[CH2:3][c:4]2[cH:5][cH:6][cH:7][cH:8][c:9]21.[nH:11]1[c:12]([CH:20]=[O:21])[cH:13][c:14]2[cH:15][cH:16][cH:17][cH:18][c:19]12>>[NH:1]1[C:2](=[O:10])[C:3](=[CH:20][c:12]2[nH:11][c:19]3[c:14]([cH:13]2)[cH:15][cH:16][cH:17][cH:18]3)[c:4]2[cH:5][cH:6][cH:7][cH:8][c:9]21. Starting materials: solid, C(C)(=O)O[C@H]1[C@H](OC(C)=O)[C@H](OC(C)=O)[C@H](OC(C)=O)CO1 (1,2,3,4-tetra-O-acetyl-b-D-ribopyranose), ClC1=CC2=C(N=CN2)C=C1C (5-chloro-6methylbenzimidazole), C(C)(=O)N (acetamide), O(S(=O)(=O)C(F)(F)F)[Si](C)(C)C (trimethylsilyl triflate), C([O-])(O)=O.[Na+] (sodium bicarbonate). Solvent: ClCCCl (1,2-dichloroethane). Yields the product ClC1=CC2=C(N(C=N2)[C@H]2[C@H](OC(C)=O)[C@H](OC(C)=O)[C@H](OC(C)=O)CO2)C=C1C (5-Chloro-6-methyl-(2,3,4-tri-O-acetyl-beta-D-ribopyranosyl)-1H-benzimidazole). As a reaction SMILES: [Cl:1][C:2]1[C:10]([CH3:11])=[CH:9][C:5]2[N:6]=[CH:7][NH:8][C:4]=2[CH:3]=1.C(N)(=O)C.O([Si](C)(C)C)S(C(F)(F)F)(=O)=O.C(O[C@@H:32]1[O:49][CH2:48][C@@H:43]([O:44][C:45](=[O:47])[CH3:46])[C@@H:38]([O:39][C:40](=[O:42])[CH3:41])[C@H:33]1[O:34][C:35](=[O:37])[CH3:36])(=O)C.C(=O)(O)[O-].[Na+]>ClCCCl>[Cl:1][C:2]1[C:10]([CH3:11])=[CH:9][C:5]2[N:6]([C@@H:48]3[O:49][CH2:32][C@@H:33]([O:34][C:35](=[O:37])[CH3:36])[C@@H:38]([O:39][C:40](=[O:42])[CH3:41])[C@H:43]3[O:44][C:45](=[O:47])[CH3:46])[CH:7]=[N:8][C:4]=2[CH:3]=1 |f:4.5|. Reported procedure: As described in General Procedure III, 5-chloro-6methylbenzimidazole (1.0 g, 6 mmol), N,O-bis(trimethylsiyl) acetamide (Aldrich, 1.3 ml, 5.2 mmol), and 1,2-dichloroethane (Aldrich Sure Seal, 300 mL) were combined and refluxed under nitrogen for 0.5 h. The solution was cooled to room temperature and trimethylsilyl triflate (Aldrich, 1.3 ml, 6.7 mmol) was added. Immediately, 2.0 g (6.3 mmol) solid 1,2,3,4-tetra-O-acetyl-b-D-ribopyranose (beta-D-ribopyranose 1,2,3,4-tetraacetate, Aldrich, Milwaukee...